From a dataset of the Open Reaction Database (ORD), a public repository of structured organic reaction records. describe an organic reaction: reactants, conditions, products, and yield The reactants are ClCC1=CC=C(C=C)C=C1 (p-chloromethylstyrene), CN1C(CCC1)=O (N-methyl-2-pyrrolidone), C(CCCC)C1=CC=CC2=CC=CC=C12 (1-amylnaphthalene), [NH2-].[Na+] (sodium amide), resultant solution, resultant solution. Reagents/catalysts: C(C)(C)(C)C1=C(O)C=C(C(=C1)O)C(C)(C)C (2,5-di-t-butylhydroquinone), [I-].[Na+] (sodium iodide). The solvent is C(Cl)(Cl)Cl (chloroform). Conditions: time 30 minute. The product is C(=C)C1=CC=C(CNC2=CC=CC3=CC=CC=C23)C=C1 (p-vinylbenzylnaphthylamine). Yield: 77.1%. RXN SMILES: [CH3:1][N:2]1[CH2:6][CH2:5][CH2:4][C:3]1=O.C([C:13]1[C:22]2[C:17](=[CH:18][CH:19]=[CH:20]C=2)[CH:16]=[CH:15][CH:14]=1)CCCC.[NH2-].[Na+].ClC[C:27]1[CH:34]=[CH:33]C(C=C)=[CH:29][CH:28]=1>[I-].[Na+].C(C1C=C(O)C(C(C)(C)C)=CC=1O)(C)(C)C.C(Cl)(Cl)Cl>[CH:34]([C:27]1[CH:3]=[CH:4][C:5]([CH2:6][NH:2][C:1]2[C:22]3[C:17](=[CH:16][CH:15]=[CH:14][CH:13]=3)[CH:18]=[CH:19][CH:20]=2)=[CH:29][CH:28]=1)=[CH2:33] |f:2.3,5.6|. Reported procedure: Into 120 g of N-methyl-2-pyrrolidone were dissolved 11.5 g of 1-amylnaphthalene, and then 3.74 g of sodium amide were added to the resultant solution while the solution was stirred at room temperature. Into the solution were added 1.20 g of sodium iodide as a catalyst and 0.89 g of 2,5-di-t-butylhydroquinone as a polymerization inhibitor. Thereafter, 13.4 g of p-chloromethylstyrene were added thereto over 30 minutes. The resultant solution was stirred at room temperature for 2 hours, and then 20... RXN SMILES: [CH3:1][C@@H:2]1[CH2:6]OS(=O)(=O)[N:3]1[C:9]1[CH:14]=[CH:13][CH:12]=[CH:11][N:10]=1.[N:15]1([C:21]2[CH:29]=[CH:28][CH:27]=[C:26]3[C:22]=2[CH:23]=[CH:24][NH:25]3)[CH2:20][CH2:19][NH:18][CH2:17][CH2:16]1>C(#N)C>[NH:25]1[C:26]2[C:22](=[C:21]([N:15]3[CH2:20][CH2:19][N:18]([CH2:6][C@@H:2]([CH3:1])[NH:3][C:9]4[CH:14]=[CH:13][CH:12]=[CH:11][N:10]=4)[CH2:17][CH2:16]3)[CH:29]=[CH:28][CH:27]=2)[CH:23]=[CH:24]1. Reactants: C[C@H]1N(S(OC1)(=O)=O)C1=NC=CC=C1 ((R)-4-methyl-3-pyridin-2-yl-[1,2,3]-oxathiazolidine-2,2-dioxide), N1(CCNCC1)C1=C2C=CNC2=CC=C1 (4-piperazinoindole). Product: N1C=CC2=C(C=CC=C12)N1CCN(CC1)C[C@H](NC1=NC=CC=C1)C ((R)-1-(4-indolyl)-4-[2-methyl-2-(2-pyridinylamino)ethyl]piperazine). Procedure: A solution of (R)-4-methyl-3-pyridin-2-yl-[1,2,3]-oxathiazolidine-2,2-dioxide (4.04 g 0.019 moles) and 4-piperazinoindole (3.80 g 0.019 moles) in acetonitrile (200 ml) was heated to 60° C. for 0.5 h then evaporated in vacuo. The residue was taken up into dilute HCl (100 ml), warmed to 60° C. for 0.5 h, cooled, washed with ethyl acetate (2×100 ml), made basic with potassium carbonate, extracted into dichioromethane (3×100 ml), dried (MgSO4) then evaporated in vacuo to give a brown glass. This was... Isolated yield 67.5%. Run in C(C)#N (acetonitrile). Run at temperature 60 celsius. The reactants are cyano, C(=O)([O-])[O-].[K+].[K+] (K2CO3), OO (Hydrogen peroxide), aqueous solution, CCCCCCC (heptane), ClC1=CC=C(C=C1)C/C(=C(\C)/NC(C(C)(OC1=NC=C(C=C1)C(F)(F)F)C)=O)/C1=CC(=CC=C1)C#N (N-[(1 Z)-3-(4-chlorophenyl)-2-(3-cyanophenyl)-1-methylprop-1-en-1-yl]-2-methyl-2-{[5-(trifluoromethyl)pyridin-2-yl]oxy}propanamide), ClC1=CC=C(C=C1)C/C(=C(\C)/NC(C(C)(OC1=NC=C(C=C1)C(F)(F)F)C)=O)/C1=CC(=CC=C1)C#N (N-[(1Z)-3-(4-chlorophenyl)-2-(3-cyanophenyl)-1-methylprop-1-en-1-yl]-2-methyl-2-{[5-(trifluoromethyl)pyridin-2-yl]oxy}propanamide). The solvent is C(C)(=O)OC(C)C (isopropyl acetate), CS(=O)C (DMSO). Reaction conditions: temperature 20 celsius, time 1 hour. Product: ClC1=CC=C(C/C(=C(\C)/NC(C(C)(OC2=NC=C(C=C2)C(F)(F)F)C)=O)/C=2C=C(C(=O)N)C=CC2)C=C1 (3-{(1 Z)-1-(4-chlorobenzyl)-2-[(2-methyl-2-{[5-(trifluoromethyl)pyridin-2-yl]oxy}propanoyl)amino]-prop-1-en-1-yl}benzamide). Yield: 0.0%. As a reaction SMILES: [Cl:1][C:2]1[CH:7]=[CH:6][C:5]([CH2:8]/[C:9](/[C:29]2[CH:34]=[CH:33][CH:32]=[C:31]([C:35]#[N:36])[CH:30]=2)=[C:10](/[NH:12][C:13](=[O:28])[C:14]([CH3:27])([O:16][C:17]2[CH:22]=[CH:21][C:20]([C:23]([F:26])([F:25])[F:24])=[CH:19][N:18]=2)[CH3:15])\[CH3:11])=[CH:4][CH:3]=1.C([O-])([O-])=[O:38].[K+].[K+].OO.CCCCCCC>C(OC(C)C)(=O)C.CS(C)=O>[Cl:1][C:2]1[CH:7]=[CH:6][C:5]([CH2:8]/[C:9](/[C:29]2[CH:30]=[C:31]([CH:32]=[CH:33][CH:34]=2)[C:35]([NH2:36])=[O:38])=[C:10](/[NH:12][C:13](=[O:28])[C:14]([CH3:15])([O:16][C:17]2[CH:22]=[CH:21][C:20]([C:23]([F:25])([F:26])[F:24])=[CH:19][N:18]=2)[CH3:27])\[CH3:11])=[CH:4][CH:3]=1 |f:1.2.3|. Reported procedure: To a 5 L, 3-necked round bottom flask equipped with overhead stirrer, thermocouple, and nitrogen inlet was added 524 g of the cyano enamide product of Example 14, N-[(1Z)-3-(4-chlorophenyl)-2-(3-cyanophenyl)-1-methylprop-1-en-1-yl]-2-methyl-2-{[5-(trifluoromethyl)pyridin-2-yl]oxy}propanamide, and 112 g K2CO3. DMSO (2.7 L) was charged and the vessel was submerged in a RT water bath. Hydrogen peroxide solution (165 mol of a 30% aqueous solution) was slowly added to the reactor such that the temper...